Dataset: the Open Reaction Database (ORD), a public repository of structured organic reaction records. Task: describe an organic reaction: reactants, conditions, products, and yield Starting materials: NCC1CCCCC1, CC(C)(C)OC(=O)CCCl, [Na+], [OH-], c1ccccc1. Yields the product CC(C)(C)OC(=O)CCNCC1CCCCC1. As a reaction SMILES: [CH:1]1([CH2:7][NH2:8])[CH2:2][CH2:3][CH2:4][CH2:5][CH2:6]1.[Cl:9][CH2:10][CH2:11][C:12](=[O:13])[O:14][C:15]([CH3:16])([CH3:17])[CH3:18].[Na+:20].[OH-:19].[cH:21]1[cH:22][cH:23][cH:24][cH:25][cH:26]1>>[CH:1]1([CH2:7][NH:8][CH2:10][CH2:11][C:12](=[O:13])[O:14][C:15]([CH3:16])([CH3:17])[CH3:18])[CH2:2][CH2:3][CH2:4][CH2:5][CH2:6]1.